This data is from the Open Reaction Database (ORD), a public repository of structured organic reaction records. The task is: describe an organic reaction: reactants, conditions, products, and yield The reactants are COC(=O)c1cc(O)c2ccc(OC)cc2n1, CO, NN, O. The product is COc1ccc2c(O)cc(C(=O)NN)nc2c1. Reaction SMILES: [CH3:1][O:2][C:3](=[O:4])[c:5]1[n:6][c:7]2[cH:8][c:9]([O:16][CH3:17])[cH:10][cH:11][c:12]2[c:13]([OH:15])[cH:14]1.[CH3:21][OH:22].[NH2:19][NH2:20].[OH2:18]>>[O:2]=[C:3]([c:5]1[n:6][c:7]2[cH:8][c:9]([O:16][CH3:17])[cH:10][cH:11][c:12]2[c:13]([OH:15])[cH:14]1)[NH:19][NH2:20]. RXN SMILES: [F:1][C:2]([F:32])([F:31])[C:3]1[CH:26]=[C:25]([C:27]([F:30])([F:29])[F:28])[CH:24]=[CH:23][C:4]=1[CH2:5][N:6]1[C:14]2[C:9](=[CH:10][C:11](/[CH:15]=[C:16]3/[C:17](=[O:22])[NH:18][C:19](=[O:21])[S:20]/3)=[CH:12][CH:13]=2)[CH:8]=[CH:7]1.Cl.[CH3:34][N:35]([CH3:40])[CH2:36][CH2:37][CH2:38]Cl>>[F:32][C:2]([F:1])([F:31])[C:3]1[CH:26]=[C:25]([C:27]([F:29])([F:30])[F:28])[CH:24]=[CH:23][C:4]=1[CH2:5][N:6]1[C:14]2[C:9](=[CH:10][C:11](/[CH:15]=[C:16]3/[C:17](=[O:22])[N:18]([CH2:38][CH2:37][CH2:36][N:35]([CH3:40])[CH3:34])[C:19](=[O:21])[S:20]/3)=[CH:12][CH:13]=2)[CH:8]=[CH:7]1 |f:1.2|. Reported procedure: (5Z)-5-[(1-{[2,4-Bis(trifluoromethyl)phenyl]methyl}-1H-indol-5-yl)methylidene]-3-[3-(dimethylamino)propyl]-1,3-thiazolidine-2,4-dione was prepared from [(5Z)-5-({1-[2,4-bis-(trifluoromethyl)benzyl]-1H-indol-5-yl}methylidene)-2,4-dioxo-1,3-thiazolidine (from Example 238) and 3-(dimethylamino)propyl chloride hydrochloride following General Procedure H. Starting materials: FC(C1=C(CN2C=CC3=CC(=CC=C23)\C=C/2\C(NC(S2)=O)=O)C=CC(=C1)C(F)(F)F)(F)F ((5Z)-5-({1-[2,4-bis-(trifluoromethyl)benzyl]-1H-indol-5-yl}methylidene)-2,4-dioxo-1,3-thiazolidine), Cl.CN(CCCCl)C (3-(dimethylamino)propyl chloride hydrochloride). The product is FC(C1=C(C=CC(=C1)C(F)(F)F)CN1C=CC2=CC(=CC=C12)\C=C/1\C(N(C(S1)=O)CCCN(C)C)=O)(F)F ((5Z)-5-[(1-{[2,4-Bis(trifluoromethyl)phenyl]methyl}-1H-indol-5-yl)methylidene]-3-[3-(dimethylamino)propyl]-1,3-thiazolidine-2,4-dione). The reactants are ClC1=NC=C(C(=O)OC)C=C1 (methyl 6-chloronicotinate), FC(CCO)(F)F (3,3,3-trifluoropropan-1-ol), Amine-2. The product is FC(CCOC1=NC=C(C(=O)OC)C=C1)(F)F (methyl 6-(3,3,3-trifluoropropoxy)nicotinate). Isolated yield 47.0%. As a reaction SMILES: Cl[C:2]1[CH:11]=[CH:10][C:5]([C:6]([O:8][CH3:9])=[O:7])=[CH:4][N:3]=1.[F:12][C:13]([F:18])([F:17])[CH2:14][CH2:15][OH:16]>>[F:12][C:13]([F:18])([F:17])[CH2:14][CH2:15][O:16][C:2]1[CH:11]=[CH:10][C:5]([C:6]([O:8][CH3:9])=[O:7])=[CH:4][N:3]=1. Reported procedure: The title compound is prepared in 47% yield (1.37 g, colorless oil) from methyl 6-chloronicotinate (2.0 g, 11.7 mmol) and 3,3,3-trifluoropropan-1-ol instead of 2,2,2-trifluoroethanol by the similar manner in Step-1 of Amine-2. The reactants are C=CC(=O)OC, Cc1ccccc1, CCCC(N)C1(c2ccc(Cl)c(Cl)c2)CCC1. Yields the product CCCC(NCCC(=O)OC)C1(c2ccc(Cl)c(Cl)c2)CCC1. Reaction SMILES: [C:18]([CH:19]=[CH2:20])(=[O:21])[O:22][CH3:23].[CH3:24][c:25]1[cH:26][cH:27][cH:28][cH:29][cH:30]1.[Cl:1][c:2]1[cH:3][c:4]([C:9]2([CH:13]([CH2:14][CH2:15][CH3:16])[NH2:17])[CH2:10][CH2:11][CH2:12]2)[cH:5][cH:6][c:7]1[Cl:8]>>[Cl:1][c:2]1[cH:3][c:4]([C:9]2([CH:13]([CH2:14][CH2:15][CH3:16])[NH:17][CH2:20][CH2:19][C:18](=[O:21])[O:22][CH3:23])[CH2:10][CH2:11][CH2:12]2)[cH:5][cH:6][c:7]1[Cl:8].